Dataset: the Open Reaction Database (ORD), a public repository of structured organic reaction records. Task: describe an organic reaction: reactants, conditions, products, and yield Yields the product C(=O)C=1C=C2C(=C(C=NC2=CC1)C#N)C=1C=NC=CC1 (6-formyl-4-pyridin-3-yl-quinoline-3-carbonitrile). Procedure: Similar procedure as described in example 61i was used, starting from 6-hydroxymethyl-4-pyridin-3-yl-quinoline-3-carbonitrile (example 63b), and activated manganese oxide to give 6-formyl-4-pyridin-3-yl-quinoline-3-carbonitrile. LC-MS m/e 260 (MH+). Reagents/catalysts: [O-2].[Mn+2] (manganese oxide). RXN SMILES: [OH:1][CH2:2][C:3]1[CH:4]=[C:5]2[C:10](=[CH:11][CH:12]=1)[N:9]=[CH:8][C:7]([C:13]#[N:14])=[C:6]2[C:15]1[CH:16]=[N:17][CH:18]=[CH:19][CH:20]=1>[O-2].[Mn+2]>[CH:2]([C:3]1[CH:4]=[C:5]2[C:10](=[CH:11][CH:12]=1)[N:9]=[CH:8][C:7]([C:13]#[N:14])=[C:6]2[C:15]1[CH:16]=[N:17][CH:18]=[CH:19][CH:20]=1)=[O:1] |f:1.2|. Starting materials: OCC=1C=C2C(=C(C=NC2=CC1)C#N)C=1C=NC=CC1 (6-hydroxymethyl-4-pyridin-3-yl-quinoline-3-carbonitrile). Reactants: CS(=O)(=O)c1ccc(Oc2ccc(N)c(OC3CCOCC3)c2)nc1, CCOC(=O)C(C)C(C)=O, CCO, CC#N, Cl, [K+], O=N[O-], [Na+], [OH-], O. The product is CCOC(=O)C(C)=NNc1ccc(Oc2ccc(S(C)(=O)=O)cn2)cc1OC1CCOCC1. RXN SMILES: [CH3:1][S:2](=[O:3])(=[O:4])[c:5]1[cH:6][cH:7][c:8]([O:11][c:12]2[cH:13][c:14]([O:19][CH:20]3[CH2:21][CH2:22][O:23][CH2:24][CH2:25]3)[c:15]([NH2:16])[cH:17][cH:18]2)[n:9][cH:10]1.[CH3:31][CH:32]([C:33](=[O:34])[O:35][CH2:36][CH3:37])[C:38](=[O:39])[CH3:40].[CH3:44][CH2:45][OH:46].[CH3:47][C:48]#[N:49].[ClH:26].[K+:42].[N:27]([O-:28])=[O:29].[Na+:30].[OH-:41].[OH2:43]>>[CH3:1][S:2](=[O:3])(=[O:4])[c:5]1[cH:6][cH:7][c:8]([O:11][c:12]2[cH:13][c:14]([O:19][CH:20]3[CH2:21][CH2:22][O:23][CH2:24][CH2:25]3)[c:15]([NH:16][N:27]=[C:32]([CH3:31])[C:33](=[O:34])[O:35][CH2:36][CH3:37])[cH:17][cH:18]2)[n:9][cH:10]1. Yields the product COc1cc2ncnc(NNC(N)=O)c2cc1OC. Starting materials: COc1cc2ncnc(Cl)c2cc1OC, CN(C)C=O, Cl, NNC(N)=O. Reaction SMILES: [CH3:1][O:2][c:3]1[cH:4][c:5]2[c:6]([Cl:15])[n:7][cH:8][n:9][c:10]2[cH:11][c:12]1[O:13][CH3:14].[CH3:22][N:23]([CH3:24])[CH:25]=[O:26].[ClH:16].[NH2:17][NH:18][C:19](=[O:20])[NH2:21]>>[CH3:1][O:2][c:3]1[cH:4][c:5]2[c:6]([NH:17][NH:18][C:19](=[O:20])[NH2:21])[n:7][cH:8][n:9][c:10]2[cH:11][c:12]1[O:13][CH3:14]. The reactants are intermediate 13, OC1=C(N=C2N(C1=O)CC(N2C)=O)C(=O)OCC (ethyl 6-hydroxy-1-methyl-2,5-dioxo-1,2,3,5-tetrahydroimidazo[1,2-a]pyrimidine-7-carboxylate), ClC=1C=C(CN)C=CC1F (3-chloro-4-fluorobenzylamine). Yields the product ClC=1C=C(CNC(=O)C=2N=C3N(C(C2O)=O)CC(N3C)=O)C=CC1F (N-(3-Chloro-4-fluorobenzyl)-6-hydroxy-1-methyl-2,5-dioxo-1,2,3,5-tetrahydroimidazo[1,2-a]pyrimidine-7-carboxamide). Isolated yield 52.6%. As a reaction SMILES: [OH:1][C:2]1[C:7](=[O:8])[N:6]2[CH2:9][C:10](=[O:13])[N:11]([CH3:12])[C:5]2=[N:4][C:3]=1[C:14]([O:16]CC)=O.[Cl:19][C:20]1[CH:21]=[C:22]([CH:25]=[CH:26][C:27]=1[F:28])[CH2:23][NH2:24]>>[Cl:19][C:20]1[CH:21]=[C:22]([CH:25]=[CH:26][C:27]=1[F:28])[CH2:23][NH:24][C:14]([C:3]1[N:4]=[C:5]2[N:11]([CH3:12])[C:10](=[O:13])[CH2:9][N:6]2[C:7](=[O:8])[C:2]=1[OH:1])=[O:16]. Procedure details: Reaction of intermediate 13, ethyl 6-hydroxy-1-methyl-2,5-dioxo-1,2,3,5-tetrahydroimidazo[1,2-a]pyrimidine-7-carboxylate (0.050 g, 0.197 mmol) with 3-chloro-4-fluorobenzylamine (0.10 g, 0.63 mmol) as described in the preparation of example 1 gave 0.038 g (52% yield) of the title amide as a white solid. 1HNMR 400 MHz (DMSO-d6) δ (ppm): 3.15 (3H, s, NCH3), 4.48 (2H, s, CH2), 4.49 (2H, d, J=6.4 Hz, NCH2), 7.3–7.55 (3H, m, aromatics), 9.50 (1H, broad t, NH), 12.16 (1H, s, OH). MS (ESI+) m/z 367 [M+H... The reactants are ClCCl, CSc1c(S(=O)(=O)NC(C)(C)C)ccn1C. Yields the product CSc1c(S(N)(=O)=O)ccn1C. As a reaction SMILES: [CH2:17]([Cl:18])[Cl:19].[CH3:1][C:2]([CH3:3])([CH3:4])[NH:5][S:6](=[O:7])(=[O:8])[c:9]1[c:10]([S:15][CH3:16])[n:11]([CH3:14])[cH:12][cH:13]1>>[NH2:5][S:6](=[O:7])(=[O:8])[c:9]1[c:10]([S:15][CH3:16])[n:11]([CH3:14])[cH:12][cH:13]1. Starting materials: C(#N)C1=CC=C(C=C1)B(O)O (4-cyanophenyl-boronic acid), amide, C1(CC1)COC1=NC=C(C(=O)N[C@H]2[C@@H](CCCC2)O)C=C1C1=CC(=C(C=C1)F)F (6-Cyclopropylmethoxy-5-(3,4-difluoro-phenyl)-N-((trans)-2-hydroxy-cyclohexyl)-nicotinamide), BrC=1C(=NC=C(C(=O)O)C1)OCC1CC1 (5-bromo-6-cyclopropylmethoxy-nicotinic acid). Product: C(#N)C1=CC=C(C=C1)C=1C(=NC=C(C(=O)NC[C@](C)(O)C2CC2)C1)OCC1CC1 (5-(4-Cyano-phenyl)-N—((R)-2-cyclopropyl-2-hydroxy-propyl)-6-cyclopropylmethoxy-nicotinamide). Reaction SMILES: Br[C:2]1C(OCC2CC2)=NC=C(C=1)C(O)=O.[C:16]([C:18]1[CH:23]=[CH:22][C:21](B(O)O)=[CH:20][CH:19]=1)#[N:17].[CH:27]1([CH2:30][O:31][C:32]2[C:47](C3C=CC(F)=C(F)C=3)=[CH:46][C:35]([C:36]([NH:38][C@@H:39]3C[CH2:43][CH2:42][CH2:41][C@H:40]3[OH:45])=[O:37])=[CH:34][N:33]=2)[CH2:29][CH2:28]1>>[C:16]([C:18]1[CH:23]=[CH:22][C:21]([C:47]2[C:32]([O:31][CH2:30][CH:27]3[CH2:28][CH2:29]3)=[N:33][CH:34]=[C:35]([CH:46]=2)[C:36]([NH:38][CH2:39][C@@:40]([CH:41]2[CH2:42][CH2:43]2)([OH:45])[CH3:2])=[O:37])=[CH:20][CH:19]=1)#[N:17]. Reported procedure: The title compound was synthesized from 5-bromo-6-cyclopropylmethoxy-nicotinic acid (example 31 a) by Suzuki reaction with 4-cyanophenyl-boronic acid (in analogy to 31 c) and amide coupling with (R)-α-(aminomethyl)-α-methyl-cyclopropanemethanol (WO 2006/106054) (in analogy to example 31 b), to give the title compound as a white solid, MS (ISP): 392.2 (M+H)+. The reactants are COC=1C=C(OCCNC(CC2=CC(=C(C=C2)OC)OC)=O)C=CC1OC (N-[2-(3,4-dimethoxy-phenoxy)-ethyl]-2-(3,4-dimethoxy-phenyl)-acetamide), O=P(Cl)(Cl)Cl (POCl3), O (H2O), [BH4-].[Na+] (NaBH4). The solvent is C(Cl)Cl.CO (CH2Cl2 MeOH), CC#N (CH3CN). Run at temperature 0 celsius. The product is COC=1C=C(CC2NCCOC3=C2C=C(C(=C3)OC)OC)C=CC1OC (5-(3,4-Dimethoxy-benzyl)-7,8-dimethoxy-2,3,4,5-tetrahydro benzo[f][1,4]oxazepine). The yield is 33.2%. As a reaction SMILES: [CH3:1][O:2][C:3]1[CH:4]=[C:5]([CH:23]=[CH:24][C:25]=1[O:26][CH3:27])[O:6][CH2:7][CH2:8][NH:9][C:10](=O)[CH2:11][C:12]1[CH:17]=[CH:16][C:15]([O:18][CH3:19])=[C:14]([O:20][CH3:21])[CH:13]=1.O=P(Cl)(Cl)Cl.[BH4-].[Na+].O>CC#N.C(Cl)Cl.CO>[CH3:21][O:20][C:14]1[CH:13]=[C:12]([CH:17]=[CH:16][C:15]=1[O:18][CH3:19])[CH2:11][CH:10]1[C:23]2[CH:24]=[C:25]([O:26][CH3:27])[C:3]([O:2][CH3:1])=[CH:4][C:5]=2[O:6][CH2:7][CH2:8][NH:9]1 |f:2.3,6.7|. Procedure details: To a stirred solution of N-[2-(3,4-dimethoxy-phenoxy)-ethyl]-2-(3,4-dimethoxy-phenyl)-acetamide (3.6 g, 9.56 mmol) in dry CH3CN (20 ml), was added POCl3 (2.62 ml, 28.6 mmol). The resulting mixture was stirred at reflux for 3 h under nitrogen. After cooling, the reaction mixture was concentrated in vacuo and the residue was dissolved in MeOH (80 ml). The solution was cooled to 0° C. and NaBH4 (2.53 g, 67.0 mmol) was added portionwise. The resulting pale yellow suspension was stirred at RT for 16 ...